From a dataset of the Open Reaction Database (ORD), a public repository of structured organic reaction records. describe an organic reaction: reactants, conditions, products, and yield Starting materials: 167B, CC1(OC[C@@H](O1)CCOS(=O)(=O)C)C (methanesulfonic acid 2-((S)-2,2-dimethyl-[1,3]dioxolan-4-yl)-ethyl ester), ClC=1C=C(C=CC1Cl)/C=C/C(=O)N1CCNC(CC1)=O (1-[(E)-3-(3,4-dichloro-phenyl)-acryloyl]-[1,4]diazepan-5-one), ClC=1C=C(C=CC1Cl)/C=C/C(=O)N1CCNC(CC1)=O (1-[(E)-3-(3,4-dichloro-phenyl)-acryloyl]-[1,4]diazepan-5-one). Yields the product ClC=1C=C(C=CC1Cl)/C=C/C(=O)N1CCN(C(CC1)=O)CC[C@@H](CO)O (1-[(E)-3-(3,4-Dichloro-phenyl)-acryloyl]-4-((S)-3,4-dihydroxy-butyl)-[1,4]diazepan-5-one). Reaction SMILES: [Cl:1][C:2]1[CH:3]=[C:4](/[CH:9]=[CH:10]/[C:11]([N:13]2[CH2:19][CH2:18][C:17](=[O:20])[NH:16][CH2:15][CH2:14]2)=[O:12])[CH:5]=[CH:6][C:7]=1[Cl:8].CC1(C)[O:26][C@@H:25]([CH2:27][CH2:28]OS(C)(=O)=O)[CH2:24][O:23]1>>[Cl:1][C:2]1[CH:3]=[C:4](/[CH:9]=[CH:10]/[C:11]([N:13]2[CH2:19][CH2:18][C:17](=[O:20])[N:16]([CH2:28][CH2:27][C@H:25]([OH:26])[CH2:24][OH:23])[CH2:15][CH2:14]2)=[O:12])[CH:5]=[CH:6][C:7]=1[Cl:8]. Procedure details: In analogy to the procedure described for example 167A and 167B, 1-[(E)-3-(3,4-dichloro-phenyl)-acryloyl]-[1,4]diazepan-5-one (intermediate 1A]) and methanesulfonic acid 2-((S)-2,2-dimethyl-[1,3]dioxolan-4-yl)-ethyl ester (prepared from 2-((S)-2,2-dimethyl-[1,3]dioxolan-4-yl)-ethanol and methanesulfonyl chloride) gave the title compound as an white foam. MS: 401.3 (MH+, 2Cl). Procedure details: The titled compound (44 mg) as a light brown solid was prepared from the compound [4-6] obtained in the process (6) of Example 4 (100 mg) and 4-methoxybenzyl chloride according to the method of the process (7) of Example 4. Starting materials: compound [ 4-6 ], COC1=CC=C(CCl)C=C1 (4-methoxybenzyl chloride), C(C1=CC=CC=C1)N1C=CC2=CC=C(C=C12)CC(=O)O (2-(1-benzyl-1H-indole-6-yl)acetic acid). As a reaction SMILES: [CH3:1][O:2][C:3]1[CH:10]=[CH:9][C:6]([CH2:7]Cl)=[CH:5][CH:4]=1.[CH2:11]([N:18]1[C:26]2[C:21](=[CH:22][CH:23]=[C:24]([CH2:27][C:28]([OH:30])=[O:29])[CH:25]=2)[CH:20]=[CH:19]1)[C:12]1[CH:17]=[CH:16][CH:15]=[CH:14][CH:13]=1>>[CH3:1][O:2][C:3]1[CH:10]=[CH:9][C:6]([CH2:7][N:18]2[C:26]3[C:21](=[CH:22][CH:23]=[C:24]([CH2:27][C:28]([OH:30])=[O:29])[CH:25]=3)[CH:20]=[CH:19]2)=[CH:5][CH:4]=1.[CH2:11]([N:18]1[C:26]2[C:21](=[CH:22][CH:23]=[C:24]([CH2:27][C:28]([OH:30])=[O:29])[CH:25]=2)[CH:20]=[CH:19]1)[C:12]1[CH:13]=[CH:14][CH:15]=[CH:16][CH:17]=1. Product: COC1=CC=C(CN2C=CC3=CC=C(C=C23)CC(=O)O)C=C1 (2-[1-(4-methoxybenzyl)-1H-indole-6-yl]acetic acid), C(C1=CC=CC=C1)N1C=CC2=CC=C(C=C12)CC(=O)O (2-(1-benzyl-1H-indole-6-yl)acetic acid). Starting materials: NN1C(C2=CC=CC=C2C(=N1)C=1C=NC(=CC1)Cl)=O (2-amino-4-(6-chloropyridin-3-yl)phthalazin-1(2H)-one), CC(CC(=O)O)(C)C1=CC=CC=C1 (3-methyl-3-phenylbutanoic acid). Yields the product ClC1=CC=C(C=N1)C1=NN(C(C2=CC=CC=C12)=O)NC(CC(C)(C1=CC=CC=C1)C)=O (N-[4-(6-chloropyridin-3-yl)-1-oxophthalazin-2(1H)-yl]-3-methyl-3-phenylbutanamide). As a reaction SMILES: [NH2:1][N:2]1[N:11]=[C:10]([C:12]2[CH:13]=[N:14][C:15]([Cl:18])=[CH:16][CH:17]=2)[C:9]2[C:4](=[CH:5][CH:6]=[CH:7][CH:8]=2)[C:3]1=[O:19].[CH3:20][C:21]([C:27]1[CH:32]=[CH:31][CH:30]=[CH:29][CH:28]=1)([CH3:26])[CH2:22][C:23](O)=[O:24]>>[Cl:18][C:15]1[N:14]=[CH:13][C:12]([C:10]2[C:9]3[C:4](=[CH:5][CH:6]=[CH:7][CH:8]=3)[C:3](=[O:19])[N:2]([NH:1][C:23](=[O:24])[CH2:22][C:21]([CH3:20])([C:27]3[CH:32]=[CH:31][CH:30]=[CH:29][CH:28]=3)[CH3:26])[N:11]=2)=[CH:17][CH:16]=1. Procedure details: The product from Example 4B and 3-methyl-3-phenylbutanoic acid were processed using a method similar to that described in Example 10C to afford the title compound. 1H NMR (400 MHz, DMSO-d6) δ ppm 11.44 (s, 1H), 8.63-8.64 (m, 1H), 8.37-8.47 (m, 1H), 8.12 (dd, J=8.2, 2.5 Hz, 1H), 7.92-8.04 (m, 2H), 7.73-7.76 (m, 2H), 7.41-7.49 (m, 2H), 7.28-7.34 (m, 2H), 7.16-7.20 (m, 1H), 2.63 (s, 2H), 1.47 (s, 6H); MS (APCI) M/Z 433 (M+H)+.